From a dataset of the Open Reaction Database (ORD), a public repository of structured organic reaction records. describe an organic reaction: reactants, conditions, products, and yield The reactants are C([O-])([O-])=O.[K+].[K+] (potassium carbonate), CC(C)OC1=C2CCCC(C2=CC=C1)=O (5-(propan-2-yloxy)-3,4-dihydronaphthalen-1(2H)-one), [N-]=[N+]=[N-].[Na+] (sodium azide), O (water). Run in C(=O)(C(F)(F)F)O (TFA). Yields the product CC(C)OC1=CC=CC2=C1CCCC(N2)=O (6-(propan-2-yloxy)-1,3,4,5-tetrahydro-2H-1-benzazepin-2-one). The yield is 60.9%. Procedure details: A mixture of 4.39 g of 5-(propan-2-yloxy)-3,4-dihydronaphthalen-1(2H)-one and 1.74 g of sodium azide in 70 ml of TFA is refluxed for 2 hours. The reaction medium is poured into 250 ml of water, brought to pH 7 by adding potassium carbonate and extracted with ethyl acetate. The organic phase is dried over magnesium sulfate, filtered and evaporated under reduced pressure. Purification is carried out by flash chromatography on silica gel (40-63 μm), elution being carried out with a mixture of dichl... Reaction SMILES: [CH3:1][CH:2]([O:4][C:5]1[CH:14]=[CH:13][CH:12]=[C:11]2[C:6]=1[CH2:7][CH2:8][CH2:9][C:10]2=[O:15])[CH3:3].[N-:16]=[N+]=[N-].[Na+].O.C(=O)([O-])[O-].[K+].[K+]>C(O)(C(F)(F)F)=O>[CH3:1][CH:2]([O:4][C:5]1[C:6]2[CH2:7][CH2:8][CH2:9][C:10](=[O:15])[NH:16][C:11]=2[CH:12]=[CH:13][CH:14]=1)[CH3:3] |f:1.2,4.5.6|. The reactants are CCNCC, CCCCCCC, O=C(Cl)OCCl. Yields the product CCN(CC)C(=O)OCCl. As a reaction SMILES: [CH2:7]([CH3:8])[NH:9][CH2:10][CH3:11].[CH3:12][CH2:13][CH2:14][CH2:15][CH2:16][CH2:17][CH3:18].[Cl:1][C:2](=[O:3])[O:4][CH2:5][Cl:6]>>[C:2](=[O:3])([O:4][CH2:5][Cl:6])[N:9]([CH2:7][CH3:8])[CH2:10][CH3:11]. The reactants are ClC1=C(C(=O)O)C=CC=N1 (2-chloronicotinic acid), 80, CN1CC(CC1)(O)C (1,3-dimethyl-3-pyrrolidinol), CN(C=O)C (dimethylformamide), [H-].[Na+] (sodium hydride), O1CCCC1 (tetrahydrofuran). Conditions: temperature 77 celsius, time 8 hour. The product is Cl.ClCCC1(OC2=C(C(N(C1)C)=O)C=CC=N2)C (2-(2-Chloroethyl)-2,3-dihydro-2,4-dimethylpyrido[3,2-f]-1,4-oxazepin-5(4H)-one hydrochloride). Yield: 10.0%. Reaction SMILES: [H-].[Na+].[Cl:3][C:4]1N=C[CH:10]=[CH:9][C:5]=1C(O)=O.C[N:14]1[CH2:18][CH2:17][C:16]([CH3:20])(O)[CH2:15]1.[CH3:21][N:22]([CH3:25])[CH:23]=[O:24].[O:26]1CCCC1>>[ClH:3].[Cl:3][CH2:4][CH2:5][C:9]1([CH3:10])[CH2:21][N:22]([CH3:25])[C:23](=[O:24])[C:16]2[CH:20]=[CH:17][CH:18]=[N:14][C:15]=2[O:26]1 |f:0.1,6.7|. Procedure: To a suspension of 60 g (60% in oil, 1.5 mole) of sodium hydride in 400 ml of tetrahydrofuran heated to reflux was added a solution of 110 g (0.70 mole) of 2-chloronicotinic acid and 80 (0.70 mole) of 1,3-dimethyl-3-pyrrolidinol so as to maintain good reflux. Heating at reflux was continued overnight. The mass spectra showed very little product at this point; therefore, 400 ml of dimethylformamide was added and heating at 77° C. was continued overnight. Approximately 10% of the desired product w... Reactants: C(C)OC(C(C(OC1=C(C=CC=C1)[N+](=O)[O-])C1=CC=CC=C1)O)=O (ethyl-2-hydroxy-3-phenyl-3-(2-nitro-phenoxy)-propionate), CN (methylamine). Solvent: C(C)O (ethyl alcohol). Yields the product CNC(C(C(OC1=C(C=CC=C1)[N+](=O)[O-])C1=CC=CC=C1)O)=O (N-methyl-2-hydroxy-3-phenyl-3-(2-nitro-phenoxy)-propionamide). Yield: 94.2%. Reaction SMILES: C([O:3][C:4](=O)[CH:5]([OH:23])[CH:6]([C:17]1[CH:22]=[CH:21][CH:20]=[CH:19][CH:18]=1)[O:7][C:8]1[CH:13]=[CH:12][CH:11]=[CH:10][C:9]=1[N+:14]([O-:16])=[O:15])C.[CH3:25][NH2:26]>C(O)C>[CH3:25][NH:26][C:4](=[O:3])[CH:5]([OH:23])[CH:6]([C:17]1[CH:22]=[CH:21][CH:20]=[CH:19][CH:18]=1)[O:7][C:8]1[CH:13]=[CH:12][CH:11]=[CH:10][C:9]=1[N+:14]([O-:16])=[O:15]. Procedure details: 40 g of ethyl-2-hydroxy-3-phenyl-3-(2-nitro-phenoxy)-propionate in 1 liter of 95° ethyl alcohol and 250 ml of 35% methylamine was heated in a stopped vessel at 40°-50° C. for 24 hours. The whole was evaporated to dryness under vacuum, taken up with 200 ml of absolute ethyl alcohol, again evaporated to dryness and the residue crystallized from isopropanol. There was in this way obtained 36 g (94.2%) of N-methyl-2-hydroxy-3-phenyl-3-(2-nitro-phenoxy)-propionamide, melting point 162°-163° C.